This data is from the Open Reaction Database (ORD), a public repository of structured organic reaction records. The task is: describe an organic reaction: reactants, conditions, products, and yield Starting materials: Cc1ccc(C)c(C(=O)Cl)c1, COc1cc2nccc(Oc3ccc(N)cc3)c2cc1OC, Cc1ccc(C)c(C(=O)N=C=S)c1, Cc1ccc(C)c(C(=O)O)c1, Cc1ccccc1, CCO, O=S(Cl)Cl. The product is COc1cc2nccc(Oc3ccc(NC(=S)NC(=O)c4cc(C)ccc4C)cc3)c2cc1OC. RXN SMILES: [CH3:16][c:17]1[cH:18][cH:19][c:20]([CH3:21])[cH:22][c:23]1[C:24]([Cl:25])=[O:26].[CH3:27][O:28][c:29]1[cH:30][c:31]2[c:32]([O:41][c:42]3[cH:43][cH:44][c:45]([NH2:46])[cH:47][cH:48]3)[cH:33][cH:34][n:35][c:36]2[cH:37][c:38]1[O:39][CH3:40].[CH3:49][c:50]1[c:51]([C:57](=[O:58])[N:59]=[C:60]=[S:61])[cH:52][c:53]([CH3:56])[cH:54][cH:55]1.[CH3:5][c:6]1[cH:7][cH:8][c:9]([CH3:10])[cH:11][c:12]1[C:13]([OH:14])=[O:15].[CH3:62][c:63]1[cH:64][cH:65][cH:66][cH:67][cH:68]1.[CH3:69][CH2:70][OH:71].[S:1]([Cl:2])([Cl:3])=[O:4]>>[CH3:27][O:28][c:29]1[cH:30][c:31]2[c:32]([O:41][c:42]3[cH:43][cH:44][c:45]([NH:46][C:60]([NH:59][C:57]([c:51]4[c:50]([CH3:49])[cH:55][cH:54][c:53]([CH3:56])[cH:52]4)=[O:58])=[S:61])[cH:47][cH:48]3)[cH:33][cH:34][n:35][c:36]2[cH:37][c:38]1[O:39][CH3:40]. Reactants: [C-]#N.[K+] (potassium cyanide), COC=1C=C(C=O)C=C(C1OC)[N+](=O)[O-] (3,4-dimethoxy-5-nitrobenzaldehyde), C#N (hydrogen cyanide), CCOCC (ether). Run in O (water), O1CCOCC1 (dioxane), Cl (hydrochloric acid). Conditions: time 30 minute. Yields the product OC(C#N)C1=CC(=C(C=C1)OC)OC (α-hydroxy-3,4-dimethoxy-phenylacetonitrile). As a reaction SMILES: [C-:1]#[N:2].[K+].[CH3:4][O:5][C:6]1[CH:7]=[C:8]([CH:11]=[C:12]([N+]([O-])=O)[C:13]=1[O:14][CH3:15])[CH:9]=[O:10].CCOCC.C#N>O.O1CCOCC1.Cl>[OH:10][CH:9]([C:8]1[CH:11]=[CH:12][C:13]([O:14][CH3:15])=[C:6]([O:5][CH3:4])[CH:7]=1)[C:1]#[N:2] |f:0.1|. Procedure details: A solution of 14.68 g of potassium cyanide in 20 ml of water is added to a solution of 10.0 g of 3,4-dimethoxy-5-nitrobenzaldehyde in 100 ml of dioxane, 18.81 ml of 37 percent hydrochloric acid are now added dropwise thereto within 30 minutes while stirring vigorously. After the addition of 120 ml of ether, the excess hydrogen cyanide gas is driven off by passing argon through the mixture. The reaction mixture is filtered a siliceous earth filter aid, and the organic phase is washed with water d... The reactants are Cl.N1C[C@H](CC1)NC(=O)C1=CNC2=C1N=CN=C2C2=C(C=CC=1OCOC12)OCC1CC1 (4-(5-Cyclopropylmethoxy-benzo[1,3]dioxol-4-yl)-5H-pyrrolo[3,2-d]pyrimidine-7-carboxylic acid (S)-pyrrolidin-3-ylamide hydrochloride), ClC(=O)OCC (ethyl chloroformate). Product: C(C)OC(=O)N1C[C@H](CC1)NC(=O)C1=CNC2=C1N=CN=C2C2=C(C=CC=1OCOC12)OCC1CC1 ((S)-3-({1-[4-(5-Cyclopropylmethoxy-benzo[1,3]dioxol-4-yl)-5H-pyrrolo[3,2-d]pyrimidin-7-yl]-methanoyl}-amino)-pyrrolidine-1-carboxylic acid ethyl ester). RXN SMILES: Cl.[NH:2]1[CH2:6][CH2:5][C@H:4]([NH:7][C:8]([C:10]2[C:14]3[N:15]=[CH:16][N:17]=[C:18]([C:19]4[C:27]5[O:26][CH2:25][O:24][C:23]=5[CH:22]=[CH:21][C:20]=4[O:28][CH2:29][CH:30]4[CH2:32][CH2:31]4)[C:13]=3[NH:12][CH:11]=2)=[O:9])[CH2:3]1.Cl[C:34]([O:36][CH2:37][CH3:38])=[O:35]>>[CH2:37]([O:36][C:34]([N:2]1[CH2:6][CH2:5][C@H:4]([NH:7][C:8]([C:10]2[C:14]3[N:15]=[CH:16][N:17]=[C:18]([C:19]4[C:27]5[O:26][CH2:25][O:24][C:23]=5[CH:22]=[CH:21][C:20]=4[O:28][CH2:29][CH:30]4[CH2:32][CH2:31]4)[C:13]=3[NH:12][CH:11]=2)=[O:9])[CH2:3]1)=[O:35])[CH3:38] |f:0.1|. Reported procedure: Starting from 4-(5-Cyclopropylmethoxy-benzo[1,3]dioxol-4-yl)-5H-pyrrolo[3,2-d]pyrimidine-7-carboxylic acid (S)-pyrrolidin-3-ylamide hydrochloride (example A143) and ethyl chloroformate the title compound is obtained as colorless solid. Product: CCOC(=O)c1ccc(Cl)c(F)c1. As a reaction SMILES: [CH3:15][CH2:16][C:17](=[O:18])[OH:19].[CH3:21][c:22]1[cH:23][cH:24][cH:25][cH:26][cH:27]1.[Cl:1][c:2]1[c:3]([C:4](=[O:5])[O:6][CH2:7][CH3:8])[cH:9][c:10]([F:14])[c:11]([Cl:13])[cH:12]1.[Cu:20]>>[cH:2]1[c:3]([C:4](=[O:5])[O:6][CH2:7][CH3:8])[cH:9][c:10]([F:14])[c:11]([Cl:13])[cH:12]1. The reactants are CCC(=O)O, Cc1ccccc1, CCOC(=O)c1cc(F)c(Cl)cc1Cl, [Cu]. Starting materials: CCOC(=O)C (EtOAc), COC(=O)C=1C(=C2C=C(C(N(C2=C(N1)Br)C1=CC=CC=C1)=O)C1=CC=CC=C1)O (8-bromo-5-hydroxy-2-oxo-1,3-diphenyl-1,2-dihydro-[1,7]naphthyridine-6-carboxylic acid methyl ester), C(CCC)[Sn](C1=CC=NC=C1)(CCCC)CCCC (4-tributylstannanyl-pyridine), Cl (HCl). The reagents and catalysts are Cl[Pd]([P](C1=CC=CC=C1)(C2=CC=CC=C2)C3=CC=CC=C3)([P](C4=CC=CC=C4)(C5=CC=CC=C5)C6=CC=CC=C6)Cl (PdCl2(PPh3)2). The solvent is O (water), CN(C)C=O (DMF). Run at temperature 120 celsius. Yields the product COC(=O)C=1C(=C2C=C(C(N(C2=C(N1)C1=CC=NC=C1)C1=CC=CC=C1)=O)C1=CC=CC=C1)O (5-Hydroxy-2-oxo-1,3-diphenyl-8-pyridin-4-yl-1,2-dihydro-[1,7]naphthyridine-6-carboxylic acid methyl ester). Isolated yield 31.8%. Reaction SMILES: [CH3:1][O:2][C:3]([C:5]1[C:6]([OH:29])=[C:7]2[C:12](=[C:13](Br)[N:14]=1)[N:11]([C:16]1[CH:21]=[CH:20][CH:19]=[CH:18][CH:17]=1)[C:10](=[O:22])[C:9]([C:23]1[CH:28]=[CH:27][CH:26]=[CH:25][CH:24]=1)=[CH:8]2)=[O:4].C([Sn](CCCC)(CCCC)[C:35]1[CH:40]=[CH:39][N:38]=[CH:37][CH:36]=1)CCC.CCOC(C)=O.Cl>CN(C=O)C.Cl[Pd](Cl)([P](C1C=CC=CC=1)(C1C=CC=CC=1)C1C=CC=CC=1)[P](C1C=CC=CC=1)(C1C=CC=CC=1)C1C=CC=CC=1.O>[CH3:1][O:2][C:3]([C:5]1[C:6]([OH:29])=[C:7]2[C:12](=[C:13]([C:35]3[CH:40]=[CH:39][N:38]=[CH:37][CH:36]=3)[N:14]=1)[N:11]([C:16]1[CH:21]=[CH:20][CH:19]=[CH:18][CH:17]=1)[C:10](=[O:22])[C:9]([C:23]1[CH:28]=[CH:27][CH:26]=[CH:25][CH:24]=1)=[CH:8]2)=[O:4] |^1:63,82|. Reported procedure: A mixture of 8-bromo-5-hydroxy-2-oxo-1,3-diphenyl-1,2-dihydro-[1,7]naphthyridine-6-carboxylic acid methyl ester (126 mg, 0.28 mmol), 4-tributylstannanyl-pyridine (154 mg, 0.42 mmol) and PdCl2(PPh3)2 (39 mg, 0.056 mmol) in 6 mL of DMF was heated at 120° C. for 2 h under nitrogen atmosphere. After the mixture was cooled to r.t., EtOAc and water were added. 1 M HCl was added with stirring until pH was about 3-4. The aqueous layer was extracted with additional EtOAc, and the combined organic layer w...